Dataset: the Open Reaction Database (ORD), a public repository of structured organic reaction records. Task: describe an organic reaction: reactants, conditions, products, and yield Starting materials: ClC(=O)OC(C)Cl (1-Chloroethyl chloroformate), C(C1=CC=CC=C1)N1C[C@H]([C@@H](C1)C1=CC(=C(C=C1)Cl)Cl)C(=O)OC ((3S,4R)-methyl 1-benzyl-4-(3,4-dichlorophenyl)pyrrolidine-3-carboxylate). The solvent is ClCCCl (DCE). Product: ClC=1C=C(C=CC1Cl)[C@H]1[C@@H](CNC1)C(=O)OC ((3S,4R)-methyl 4-(3,4-dichlorophenyl)pyrrolidine-3-carboxylate). The yield is 98.3%. As a reaction SMILES: ClC(OC(Cl)C)=O.C([N:15]1[CH2:19][C@@H:18]([C:20]2[CH:25]=[CH:24][C:23]([Cl:26])=[C:22]([Cl:27])[CH:21]=2)[C@H:17]([C:28]([O:30][CH3:31])=[O:29])[CH2:16]1)C1C=CC=CC=1>ClCCCl>[Cl:27][C:22]1[CH:21]=[C:20]([C@@H:18]2[CH2:19][NH:15][CH2:16][C@H:17]2[C:28]([O:30][CH3:31])=[O:29])[CH:25]=[CH:24][C:23]=1[Cl:26]. Procedure: 1-Chloroethyl chloroformate (1.5 mL, 13.9 mmol) was added to a solution of (3S,4R)-methyl 1-benzyl-4-(3,4-dichlorophenyl)pyrrolidine-3-carboxylate (4.20 g, 11.5 mmol) in DCE (50 mL) at 0° C. The mixture was refluxed for 1 hour. After cooling, the solvent was removed under vacuum at 65° C. for 1 hour. MeOH (50 mL) was added to the residue and refluxed for 1 hour. The MeOH was removed. The solid was redissolved in CHCl3 and treated with saturated Na2CO3. The aqueous layer was separated and extract... Starting materials: CC1C(C2=CC=CC=C2C1)=O (2-methyl-1-indanone), C(C)(C)C(C)([NH-])C(C)C.[Li+] (lithium diisopropylethylamide), C(C)(C)NC(C)C (diisopropylamine), C(CCC)[Li] (n-butyl lithium), C(#N)C(=O)OC (methyl cyanoformate). The solvent is O1CCCC1 (tetrahydrofuran), O1CCCC1 (tetrahydrofuran). Conditions: time 30 minute. Product: CC1(C(C2=CC=CC=C2C1)=O)C(=O)OC (methyl 2-methyl-1-oxo-2,3-dihydro-1H-indene-2-carboxylate). As a reaction SMILES: C(NC(C)C)(C)C.C([Li])CCC.[CH3:13][CH:14]1[CH2:22][C:21]2[C:16](=[CH:17][CH:18]=[CH:19][CH:20]=2)[C:15]1=[O:23].C(C(C(C)C)([NH-])C)(C)C.[Li+].C([C:36]([O:38][CH3:39])=[O:37])#N>O1CCCC1>[CH3:13][C:14]1([C:36]([O:38][CH3:39])=[O:37])[CH2:22][C:21]2[C:16](=[CH:17][CH:18]=[CH:19][CH:20]=2)[C:15]1=[O:23] |f:3.4|. Reported procedure: To a flask cooled at 0 degrees Centigrade containing diisopropylamine (2.06 mL, 14.58 mmol) in tetrahydrofuran (14 mL) was added dropwise over 15 minutes a solution of n-butyl lithium (5.55 mL of 2.5 M in hexanes, 14.58 mmol). This mixture was stirred for 30 min. A second flask containing the 2-methyl-1-indanone (2.03 g, 13.89 mmol) in tetrahydrofuran (10 mL) was cooled to −78 degrees Centigrade under N2. The freshly prepared lithium diisopropylethylamide was cooled to −78 degrees centigrade and... Reactants: S1C(=CC=C1)C1=NNC=C1C=O (3-(2-thienyl)-1H-pyrazole-4-carbaldehyde), CC(C(=O)NC1=CC(=CC=C1)C1CCNCC1)C (2-methyl-N-[3-(4-piperidinyl)phenyl]propanamide). Yields the product CC(C(=O)NC1=CC(=CC=C1)C1CCN(CC1)CC=1C(=NNC1)C=1SC=CC1)C (2-METHYL-N-[3-(1-{[3-(2-THIENYL)-1H-PYRAZOL-4-YL]METHYL}-4-PIPERIDINYL)PHENYL]PROPANAMIDE). Reaction SMILES: [S:1]1[CH:5]=[CH:4][CH:3]=[C:2]1[C:6]1[C:10]([CH:11]=O)=[CH:9][NH:8][N:7]=1.[CH3:13][CH:14]([CH3:30])[C:15]([NH:17][C:18]1[CH:23]=[CH:22][CH:21]=[C:20]([CH:24]2[CH2:29][CH2:28][NH:27][CH2:26][CH2:25]2)[CH:19]=1)=[O:16]>>[CH3:13][CH:14]([CH3:30])[C:15]([NH:17][C:18]1[CH:23]=[CH:22][CH:21]=[C:20]([CH:24]2[CH2:29][CH2:28][N:27]([CH2:11][C:10]3[C:6]([C:2]4[S:1][CH:5]=[CH:4][CH:3]=4)=[N:7][NH:8][CH:9]=3)[CH2:26][CH2:25]2)[CH:19]=1)=[O:16]. Procedure: Prepared by Procedure F and Scheme R using 3-(2-thienyl)-1H-pyrazole-4-carbaldehyde and 2-methyl-N-[3-(4-piperidinyl)phenyl]propanamide: ESMS m/e: 409.1 (M+H)+. Reactants: CC(C)S (2-Propanethiol), ClC=1C2=C(SC1C(=O)NC1=CC=C(C(=O)OC)C=C1)C=CC(=C2)OC (methyl 4-[[[3-chloro-5-methoxybenzo[b]thien-2yl]carbonyl]amino]benzoate), C1(=NNCCCCCCCC1)C1=CCCCCCCCCC1 (Diazabicycloundecene). The solvent is C(C)(=O)OCC (ethyl acetate), CN(C)C=O (DMF). Reaction conditions: time 5 hour. The product is COC1=CC2=C(SC(=C2SC(C)C)C(=O)NC2=CC=C(C(=O)OC)C=C2)C=C1 (methyl 4-[[[5-methoxy-3-[(1-methylethyl)thio]benzo[b]thien-2yl]carbonyl]amino]benzoate). Yield: 72.0%. Reaction SMILES: [CH3:1][CH:2]([SH:4])[CH3:3].Cl[C:6]1[C:7]2[CH:27]=[C:26]([O:28][CH3:29])[CH:25]=[CH:24][C:8]=2[S:9][C:10]=1[C:11]([NH:13][C:14]1[CH:23]=[CH:22][C:17]([C:18]([O:20][CH3:21])=[O:19])=[CH:16][CH:15]=1)=[O:12].C1(C2CCCCCCCCCC=2)CCCCCCCCNN=1>CN(C=O)C.C(OCC)(=O)C>[CH3:29][O:28][C:26]1[CH:25]=[CH:24][C:8]2[S:9][C:10]([C:11]([NH:13][C:14]3[CH:23]=[CH:22][C:17]([C:18]([O:20][CH3:21])=[O:19])=[CH:16][CH:15]=3)=[O:12])=[C:6]([S:4][CH:2]([CH3:3])[CH3:1])[C:7]=2[CH:27]=1. Reported procedure: 2-Propanethiol (32 μL, 0.35 mmol) is added to a solution of methyl 4-[[[3-chloro-5-methoxybenzo[b]thien-2yl]carbonyl]amino]benzoate (100 mg, 0.27 mmol) in 1 mL of DMF. Diazabicycloundecene (DBU) (52 μL, 0.35 mmol) is added and the mixture is stirred at room temperature for 5 hours. The reaction mixture is diluted with ethyl acetate and washed with 1N HCl, water, and brine. The organic layer is dried over MgSO4. Filtration followed by concentration in vacuo and recrystallization from ethyl acetat... Procedure details: 268 mg of guanidine hydrochloride were dissolved in 3 ml of DMF and a solution of 286 mg of potassium t-butoxide in 3 ml of DMF is added. The mixture was stirred at RT for 3 hours, then a solution of 210 mg of methyl 2-chloro-4-(4-(2-dimethylaminoethyl)phenoxy)-5-methylsulfonylbenzoate in 4 ml of DMF was added. The mixture was stirred at RT for 3 hours and allowed to stand at RT for 18 hours. The mixture was poured onto 150 ml of water and extracted 3 times using 100 ml of EA each time. The orga... Run in CN(C)C=O (DMF), CN(C)C=O (DMF), CN(C)C=O (DMF). Yield: 102.8%. As a reaction SMILES: Cl.[NH2:2][C:3]([NH2:5])=[NH:4].CC(C)([O-])C.[K+].[Cl:12][C:13]1[CH:22]=[C:21]([O:23][C:24]2[CH:29]=[CH:28][C:27]([CH2:30][CH2:31][N:32]([CH3:34])[CH3:33])=[CH:26][CH:25]=2)[C:20]([S:35]([CH3:38])(=[O:37])=[O:36])=[CH:19][C:14]=1[C:15](OC)=[O:16].O>CN(C=O)C>[Cl:12][C:13]1[CH:22]=[C:21]([O:23][C:24]2[CH:25]=[CH:26][C:27]([CH2:30][CH2:31][N:32]([CH3:34])[CH3:33])=[CH:28][CH:29]=2)[C:20]([S:35]([CH3:38])(=[O:37])=[O:36])=[CH:19][C:14]=1[C:15]([NH:4][C:3]([NH2:5])=[NH:2])=[O:16] |f:0.1,2.3|. The reactants are CC(C)([O-])C.[K+] (potassium t-butoxide), ClC1=C(C(=O)OC)C=C(C(=C1)OC1=CC=C(C=C1)CCN(C)C)S(=O)(=O)C (methyl 2-chloro-4-(4-(2-dimethylaminoethyl)phenoxy)-5-methylsulfonylbenzoate), O (water), Cl.NC(=N)N (guanidine hydrochloride). Conditions: time 3 hour. Yields the product ClC1=C(C(=O)NC(=N)N)C=C(C(=C1)OC1=CC=C(C=C1)CCN(C)C)S(=O)(=O)C (2-Chloro-4-(4-(2-dimethylaminoethyl)phenoxy)-5-methylsulfonylbenzoyl-guanidine). The reactants are C(C)(C)(C)OC(=O)N1C2C(C3=CC(=CC=C3CC21)O)(CC)CC (7,7-diethyl-5-hydroxy-1a,2,7,7a-tetrahydro-1-aza-cyclopropa[b]naphthalene-1-carboxylic acid tert-butyl ester), C1(=CC=C(C=C1)S(=O)(=O)[O-])C.[NH+]1=CC=CC=C1 (pyridiniump-toluenesulfonate), CO (methanol). Conditions: temperature 40 celsius, time 4 hour. The product is C(C)(C)(C)OC(N[C@@H]1C(C2=CC(=CC=C2C[C@H]1OC)O)(CC)CC)=O (trans-(1,1-Diethyl-7-hydroxy-3-methoxy-1,2,3,4-tetrahydronaphthalen-2-yl)-carbamic acid tert-butyl ester). RXN SMILES: [C:1]([O:5][C:6]([N:8]1[CH:18]2[CH:9]1[C:10]([CH2:22][CH3:23])([CH2:20][CH3:21])[C:11]1[C:16]([CH2:17]2)=[CH:15][CH:14]=[C:13]([OH:19])[CH:12]=1)=[O:7])([CH3:4])([CH3:3])[CH3:2].C1(C)C=CC(S([O-])(=O)=O)=CC=1.[NH+]1C=CC=CC=1.[CH3:41][OH:42]>>[C:1]([O:5][C:6](=[O:7])[NH:8][C@H:9]1[C@H:18]([O:42][CH3:41])[CH2:17][C:16]2[C:11](=[CH:12][C:13]([OH:19])=[CH:14][CH:15]=2)[C:10]1([CH2:20][CH3:21])[CH2:22][CH3:23])([CH3:4])([CH3:3])[CH3:2] |f:1.2|. Procedure: To a slurry of 7,7-diethyl-5-hydroxy-1a,2,7,7a-tetrahydro-1-aza-cyclopropa[b]naphthalene-1-carboxylic acid tert-butyl ester (170.0 g, 535.6 mmol) and methanol (1700 mL) was added pyridiniump-toluenesulfonate (13.4 g, 53.6 mmol) and the reaction mixture was stirred at 40° C. for 4 h. The volume was reduced by rotary evaporation to ˜300 mL resulting in a thick white slurry. The product was isolated by filtration; the filter cake was washed with cold methanol (50 mL) and dried in air for 3 h to yie... The reactants are C(C)(=O)[O-].[Na+] (Sodium acetate), CC(CC=O)(C)C (3,3-dimethylbutyraldehyde), C(#N)[BH3-].[Na+] (sodium cyanoborohydride), Cl.C(C)OC(=O)[C@H]1[C@H](CCC1)N ((1R,2S)-2-amino-cyclopentanecarboxylic acid ethyl ester hydrochloride). Run in C(C)(=O)OCC (ethyl acetate), C([O-])(O)=O.[Na+] (sodium bicarbonate), CO (methanol). Conditions: temperature 25 celsius, time 3.5 hour. The product is C(C)OC(=O)[C@H]1[C@H](CCC1)NCCC(C)(C)C ((1R,2S)-2-(3,3-dimethyl-butylamino)-cyclopentanecarboxylic acid ethyl ester). Isolated yield 33.7%. Reaction SMILES: C([O-])(=O)C.[Na+].[CH3:6][C:7]([CH3:12])([CH3:11])[CH2:8][CH:9]=O.C([BH3-])#N.[Na+].Cl.[CH2:18]([O:20][C:21]([C@@H:23]1[CH2:27][CH2:26][CH2:25][C@@H:24]1[NH2:28])=[O:22])[CH3:19]>CO.C(OCC)(=O)C.C(=O)(O)[O-].[Na+]>[CH2:18]([O:20][C:21]([C@@H:23]1[CH2:27][CH2:26][CH2:25][C@@H:24]1[NH:28][CH2:9][CH2:8][C:7]([CH3:12])([CH3:11])[CH3:6])=[O:22])[CH3:19] |f:0.1,3.4,5.6,9.10|. Procedure details: Sodium acetate (0.423 g, 5.16 mmol), powdered 4 Å molecular sieves (1.0 g), 3,3-dimethylbutyraldehyde (0.324 mL, 2.58 mmol) and sodium cyanoborohydride (0.324 mg, 5.16 mmol) were added sequentially to a solution of (1R,2S)-2-amino-cyclopentanecarboxylic acid ethyl ester hydrochloride (prepared as described in Example 28b, 0.500 g, 2.58 mmol) in methanol (13 mL) at 25° C. The reaction mixture was stirred at 25° C. for 3.5 h, and then was diluted with ethyl acetate (50 mL) and half-saturated aqueo...